Task: describe an organic reaction: reactants, conditions, products, and yield. Dataset: the Open Reaction Database (ORD), a public repository of structured organic reaction records Reactants: NC1=CC=C(CC2=NC=3N(C(N(C(C3N2)=O)CC2=C(C=CC=C2)F)=O)CCCC)C=C1 (8-(4-amino-benzyl)-3-butyl-1-(2-fluoro-benzyl)-3,7-dihydro-purine-2,6-dione), N1=C2C(=NO1)C(=CC=C2)S(=O)(=O)Cl (benzo[1,2,5]oxadiazole-4-sulfonyl chloride). Yields the product C(CCC)N1C(N(C(C=2NC(=NC12)CC1=CC=C(C=C1)NS(=O)(=O)C1=CC=CC=2C1=NON2)=O)CC2=C(C=CC=C2)F)=O (Benzo[1,2,5]oxadiazole-4-sulfonic acid {4-[3-butyl-1-(2-fluoro-benzyl)-2,6-dioxo-2,3,6,7-tetrahydro-1H-purin-8-ylmethyl]-phenyl}-amide). Reported procedure: Prepared from 8-(4-amino-benzyl)-3-butyl-1-(2-fluoro-benzyl)-3,7-dihydro-purine-2,6-dione and benzo[1,2,5]oxadiazole-4-sulfonyl chloride. Purity (ELSD, based on MW=603.6)=95%. As a reaction SMILES: [NH2:1][C:2]1[CH:31]=[CH:30][C:5]([CH2:6][C:7]2[NH:15][C:14]3[C:13](=[O:16])[N:12]([CH2:17][C:18]4[CH:23]=[CH:22][CH:21]=[CH:20][C:19]=4[F:24])[C:11](=[O:25])[N:10]([CH2:26][CH2:27][CH2:28][CH3:29])[C:9]=3[N:8]=2)=[CH:4][CH:3]=1.[N:32]1[O:36][N:35]=[C:34]2[C:37]([S:41](Cl)(=[O:43])=[O:42])=[CH:38][CH:39]=[CH:40][C:33]=12>>[CH2:26]([N:10]1[C:9]2[N:8]=[C:7]([CH2:6][C:5]3[CH:4]=[CH:3][C:2]([NH:1][S:41]([C:37]4[C:34]5=[N:35][O:36][N:32]=[C:33]5[CH:40]=[CH:39][CH:38]=4)(=[O:43])=[O:42])=[CH:31][CH:30]=3)[NH:15][C:14]=2[C:13](=[O:16])[N:12]([CH2:17][C:18]2[CH:23]=[CH:22][CH:21]=[CH:20][C:19]=2[F:24])[C:11]1=[O:25])[CH2:27][CH2:28][CH3:29]. The reactants are C(C)(C)(C)C=1N=C(C=2C(N1)=NN(N2)CC)N2CC(CC2)(F)F (5-tert-Butyl-7-(3,3-difluoro-pyrrolidin-1-yl)-2-ethyl-2H-[1,2,3]triazolo[4,5-d]pyrimidine), C(C)(C)OC=1N=C(C2=C(N1)NN=N2)N2C[C@H](CC2)OC(C(F)(F)F)=O (Trifluoro-acetic acid (S)-1-(5-isopropoxy-3H-[1,2,3]triazolo[4,5-d]pyrimidin-7-yl)-pyrrolidin-3-yl ester), BrCC1=C(C=CC=C1)Cl (1-(bromomethyl)-2-chlorobenzene). Yields the product ClC1=C(CN2N=C3C(N=C(N=C3N3C[C@H](CC3)O)OC(C)C)=N2)C=CC=C1 ((S)-1-[2-(2-Chloro-benzyl)-5-isopropoxy-2H-[1,2,3]triazolo[4,5-d]pyrimidin-7-yl]-pyrrolidin-3-ol). RXN SMILES: C(C1N=C(N2CCC(F)(F)C2)C2C(=NN(CC)N=2)N=1)(C)(C)C.[CH:23]([O:26][C:27]1[N:28]=[C:29]([N:36]2[CH2:40][CH2:39][C@H:38]([O:41]C(=O)C(F)(F)F)[CH2:37]2)[C:30]2[N:35]=[N:34][NH:33][C:31]=2[N:32]=1)([CH3:25])[CH3:24].Br[CH2:49][C:50]1[CH:55]=[CH:54][CH:53]=[CH:52][C:51]=1[Cl:56]>>[Cl:56][C:51]1[CH:52]=[CH:53][CH:54]=[CH:55][C:50]=1[CH2:49][N:34]1[N:33]=[C:31]2[N:32]=[C:27]([O:26][CH:23]([CH3:24])[CH3:25])[N:28]=[C:29]([N:36]3[CH2:40][CH2:39][C@H:38]([OH:41])[CH2:37]3)[C:30]2=[N:35]1. Procedure: In analogy to the procedure described for the synthesis of 5-tert-butyl-7-(3,3-difluoro-pyrrolidin-1-yl)-2-ethyl-2H-[1,2,3]triazolo[4,5-d]pyrimidine (example 3, step b), the title compound was prepared from Trifluoro-acetic acid (S)-1-(5-isopropoxy-3H-[1,2,3]triazolo[4,5-d]pyrimidin-7-yl)-pyrrolidin-3-yl ester and 1-(bromomethyl)-2-chlorobenzene. MS (m/e): 389.3 (MH+) Reactants: CCOC(C)=O, CC[N+](CC)(CC)Cc1ccccc1, COC(=O)c1ccc(OCc2c(-c3ccccc3)noc2C=Cc2ccccc2)nc1, CC(C)(C)O, [Cl-], [O-][I+3]([O-])([O-])[O-], [Na+], C1COCCO1, O, O, O=[Os](=O)(=O)=O. The product is COC(=O)c1ccc(OCc2c(-c3ccccc3)noc2C=O)nc1. RXN SMILES: [C:39]([O:40][CH2:41][CH3:42])(=[O:43])[CH3:44].[CH2:51]([N+:52]([CH2:53][CH3:54])([CH2:55][CH3:56])[CH2:57][CH3:58])[c:59]1[cH:60][cH:61][cH:62][cH:63][cH:64]1.[CH3:1][O:2][C:3]([c:4]1[cH:5][n:6][c:7]([O:10][CH2:11][c:12]2[c:13](-[c:25]3[cH:26][cH:27][cH:28][cH:29][cH:30]3)[n:14][o:15][c:16]2[CH:17]=[CH:18][c:19]2[cH:20][cH:21][cH:22][cH:23][cH:24]2)[cH:8][cH:9]1)=[O:31].[CH3:45][C:46]([OH:47])([CH3:48])[CH3:49].[Cl-:50].[I+3:32]([O-:33])([O-:34])([O-:35])[O-:36].[Na+:37].[O:65]1[CH2:66][CH2:67][O:68][CH2:69][CH2:70]1.[OH2:38].[OH2:71].[Os:72](=[O:73])(=[O:74])(=[O:75])=[O:76]>>[CH3:1][O:2][C:3]([c:4]1[cH:5][n:6][c:7]([O:10][CH2:11][c:12]2[c:13](-[c:25]3[cH:26][cH:27][cH:28][cH:29][cH:30]3)[n:14][o:15][c:16]2[CH:17]=[O:33])[cH:8][cH:9]1)=[O:31]. Product: C(#N)C=1C=C(C(=O)N2CS(C3=C2C=CC=C3)(=O)=O)C=C(C1O)SCC (3-(3-cyano-5-ethylsulfanyl-4-hydroxybenzoyl)-1,1-dioxo-2,3-dihydro-1,3-benzothiazole). Solvent: CN(C=O)C (N,N-dimethylformamide). Reagents/catalysts: [Zn] (zinc), [Ni](Br)Br (nickel bromide). Reported procedure: 3-(3-cyano-4-hydroxy-5-iodobenzoyl)-1,1-dioxo-2,3-dihydro-1,3-benzothiazole (500 mg) was dissolved in N,N-dimethylformamide (5 mL), and 2,2′-bipyridine (18 mg), zinc powder (149 mg), nickel bromide (25 mg) and diethyl disulfide (70 mg) were added to the solution, and then the mixture was stirred at 110° C. for 1 hour. After the reaction solution was filtered, 1N hydrochloric acid was added and the reaction mixture was extracted with ethyl acetate. The organic layer was washed with saturated brin... Isolated yield 29.4%. Reactants: N1=C(C=CC=C1)C1=NC=CC=C1 (2,2′-bipyridine), C(C)SSCC (diethyl disulfide), C(#N)C=1C=C(C(=O)N2CS(C3=C2C=CC=C3)(=O)=O)C=C(C1O)I (3-(3-cyano-4-hydroxy-5-iodobenzoyl)-1,1-dioxo-2,3-dihydro-1,3-benzothiazole). As a reaction SMILES: [C:1]([C:3]1[CH:4]=[C:5]([CH:19]=[C:20](I)[C:21]=1[OH:22])[C:6]([N:8]1[C:12]2[CH:13]=[CH:14][CH:15]=[CH:16][C:11]=2[S:10](=[O:18])(=[O:17])[CH2:9]1)=[O:7])#[N:2].N1C=CC=CC=1C1C=CC=CN=1.[CH2:36]([S:38]SCC)[CH3:37]>CN(C)C=O.[Zn].[Ni](Br)Br>[C:1]([C:3]1[CH:4]=[C:5]([CH:19]=[C:20]([S:38][CH2:36][CH3:37])[C:21]=1[OH:22])[C:6]([N:8]1[C:12]2[CH:13]=[CH:14][CH:15]=[CH:16][C:11]=2[S:10](=[O:18])(=[O:17])[CH2:9]1)=[O:7])#[N:2]. Reaction conditions: temperature 110 celsius, time 1 hour. Starting materials: O=C([O-])O, CO, ClCCl, Cc1c(N2CCNCC2)nn2cc(-c3ccc(F)cc3)nc2c1C, ClI, [Na+], [Na+], [Na+], O=S([O-])([O-])=S. Yields the product Cc1c(N2CCNCC2)nn2c(I)c(-c3ccc(F)cc3)nc2c1C. Reaction SMILES: [C:34](=[O:35])([O-:36])[OH:37].[CH3:42][OH:43].[Cl:39][CH2:40][Cl:41].[F:1][c:2]1[cH:3][cH:4][c:5](-[c:8]2[n:9][c:10]3[n:11]([n:12][c:13]([N:18]4[CH2:19][CH2:20][NH:21][CH2:22][CH2:23]4)[c:14]([CH3:17])[c:15]3[CH3:16])[cH:24]2)[cH:6][cH:7]1.[I:25][Cl:26].[Na+:32].[Na+:33].[Na+:38].[S:27]([O-:28])([O-:29])(=[O:30])=[S:31]>>[F:1][c:2]1[cH:3][cH:4][c:5](-[c:8]2[n:9][c:10]3[n:11]([n:12][c:13]([N:18]4[CH2:19][CH2:20][NH:21][CH2:22][CH2:23]4)[c:14]([CH3:17])[c:15]3[CH3:16])[c:24]2[I:25])[cH:6][cH:7]1. Starting materials: BrBr (bromine), C1(=CC=CC=C1)P(C1=CC=CC=C1)C1=CC=CC=C1 (triphenylphosphine), C(C)[C@@H]1CC[C@H](CC1)C1CCC(CC1)O (4-(trans-4-ethyl-cyclohexyl)cyclohexanol). The solvent is C(C)#N (acetonitrile). Reaction conditions: temperature 5 celsius, time 1 hour. The product is BrC1CCC(CC1)C1CCC(CC1)CC (4′-bromo-4-ethylbicyclohexane). Reaction SMILES: [Br:1]Br.C1(P(C2C=CC=CC=2)C2C=CC=CC=2)C=CC=CC=1.[CH2:22]([C@H:24]1[CH2:29][CH2:28][C@H:27]([CH:30]2[CH2:35][CH2:34][CH:33](O)[CH2:32][CH2:31]2)[CH2:26][CH2:25]1)[CH3:23]>C(#N)C>[Br:1][CH:33]1[CH2:34][CH2:35][CH:30]([CH:27]2[CH2:28][CH2:29][CH:24]([CH2:22][CH3:23])[CH2:25][CH2:26]2)[CH2:31][CH2:32]1. Reported procedure: 102 ml of bromine are added dropwise over the course of 2 hours at 5-15° C. to 536 g of triphenylphosphine in 2000 ml of acetonitrile, the mixture is subsequently stirred at 5° C. for 1 hour, 422 g of 4-(trans-4-ethyl-cyclohexyl)cyclohexanol are added, and the mixture is stirred at RT for 24 hours. Conventional work-up gives 4′-bromo-4-ethylbicyclohexane, GC 94.7%. Starting materials: NC1=C(C=C(C=C1)C)O (2-Amino-5-methylphenol), ii, C(C(O)C)(=O)O (lactic acid), Example 1 ( 4 ). Yields the product CC1=CC2=C(N=C(O2)C(C)O)C=C1 (6-methyl-2-(1-hydroxyethyl)-benzoxazole). Isolated yield 92.0%. RXN SMILES: [NH2:1][C:2]1[CH:7]=[CH:6][C:5]([CH3:8])=[CH:4][C:3]=1[OH:9].[C:10](O)(=O)[CH:11]([CH3:13])[OH:12]>>[CH3:8][C:5]1[CH:6]=[CH:7][C:2]2[N:1]=[C:10]([CH:11]([OH:12])[CH3:13])[O:9][C:3]=2[CH:4]=1. Procedure: 2-Amino-5-methylphenol as the starting material was reacted with lactic acid in the same manner as in Reference Example 1 (4) ii) to obtain 6-methyl-2-(1-hydroxyethyl)-benzoxazole (yield, 92%). Reactants: CCOC(C)=O, CC(C)n1c(Sc2cc(Cl)cc(Cl)c2)c(CO)n(C)c1=O, C1CCOC1, Oc1ccccc1, c1ccc(P(c2ccccc2)c2ccccc2)cc1. Yields the product CC(C)n1c(Sc2cc(Cl)cc(Cl)c2)c(Cc2ccccc2O)n(C)c1=O. As a reaction SMILES: [CH3:53][CH2:54][O:55][C:56](=[O:57])[CH3:58].[Cl:1][c:2]1[cH:3][c:4]([S:9][c:10]2[n:11]([CH:19]([CH3:20])[CH3:21])[c:12](=[O:18])[n:13]([CH3:17])[c:14]2[CH2:15][OH:16])[cH:5][c:6]([Cl:8])[cH:7]1.[O:48]1[CH2:49][CH2:50][CH2:51][CH2:52]1.[OH:22][c:23]1[cH:24][cH:25][cH:26][cH:27][cH:28]1.[c:29]1([P:30]([c:31]2[cH:32][cH:33][cH:34][cH:35][cH:36]2)[c:37]2[cH:38][cH:39][cH:40][cH:41][cH:42]2)[cH:43][cH:44][cH:45][cH:46][cH:47]1>>[Cl:1][c:2]1[cH:3][c:4]([S:9][c:10]2[n:11]([CH:19]([CH3:20])[CH3:21])[c:12](=[O:18])[n:13]([CH3:17])[c:14]2[CH2:15][c:24]2[c:23]([OH:22])[cH:28][cH:27][cH:26][cH:25]2)[cH:5][c:6]([Cl:8])[cH:7]1. Starting materials: N(=[N+]=[N-])CC1=CC=C(C(=N1)OCC1=CC=CC=C1)OCCC (6-azidomethyl-2-benzyloxy-3-propoxy-pyridine), C1(=CC=CC=C1)P(C1=CC=CC=C1)C1=CC=CC=C1 (triphenylphosphine), O (water). Run in O1CCCC1 (tetrahydrofuran). Conditions: time 8 hour. Yields the product NCC1=CC=C(C(=N1)O)OCCC (6-Aminomethyl-3-propoxy-pyridin-2-ol). As a reaction SMILES: [N:1]([CH2:4][C:5]1[N:10]=[C:9]([O:11]CC2C=CC=CC=2)[C:8]([O:19][CH2:20][CH2:21][CH3:22])=[CH:7][CH:6]=1)=[N+]=[N-].C1(P(C2C=CC=CC=2)C2C=CC=CC=2)C=CC=CC=1.O>O1CCCC1>[NH2:1][CH2:4][C:5]1[N:10]=[C:9]([OH:11])[C:8]([O:19][CH2:20][CH2:21][CH3:22])=[CH:7][CH:6]=1. Procedure details: To a mixture of 6-azidomethyl-2-benzyloxy-3-propoxy-pyridine (544 mg, 2.00 mmole), 12 mL of tetrahydrofuran, and triphenylphosphine (524 mg, 2.00 mmole) then water (540 □L, 30.0 mmole) is added and this is stirred at ambient temperature overnight. The reaction mixture is evaporated to dryness in vacuo and then washed with 2:1 hexanes/ethyl acetate and filtered. This resulting solid is taken up in ethanol and hydrogenated over 10% palladium on carbon at 1 atmosphere. The reaction mixture is filte... Starting materials: ClC1=NC2=CC(=C(C=C2C=C1CP(=O)(OCC)OCC)C)C (2-Chloro-3-diethylphosphonomethyl-6,7-dimethylquinoline), [I-].[Na+] (sodium iodide), C1(=CC=C(C=C1)S(=O)(=O)O)C (p-toluenesulfonic acid), C(O)([O-])=O.[Na+] (sodium hydrogen carbonate). The solvent is CC(CC)=O (2-butanone), C(C)(=O)OCC (Ethyl acetate). Yields the product C(C)OP(=O)(OCC)CC=1C(=NC2=CC(=C(C=C2C1)C)C)I (3-diethylphosphonomethyl-6,7-dimethyl-2-iodoquinoline). Isolated yield 55.2%. RXN SMILES: Cl[C:2]1[C:11]([CH2:12][P:13]([O:18][CH2:19][CH3:20])([O:15][CH2:16][CH3:17])=[O:14])=[CH:10][C:9]2[C:4](=[CH:5][C:6]([CH3:22])=[C:7]([CH3:21])[CH:8]=2)[N:3]=1.[I-:23].[Na+].C1(C)C=CC(S(O)(=O)=O)=CC=1.C(=O)([O-])O.[Na+]>CC(=O)CC.C(OCC)(=O)C>[CH2:16]([O:15][P:13]([CH2:12][C:11]1[C:2]([I:23])=[N:3][C:4]2[C:9]([CH:10]=1)=[CH:8][C:7]([CH3:21])=[C:6]([CH3:22])[CH:5]=2)([O:18][CH2:19][CH3:20])=[O:14])[CH3:17] |f:1.2,4.5|. Reported procedure: 2-Chloro-3-diethylphosphonomethyl-6,7-dimethylquinoline (0.40 g, 1.17 mmol), prepared as described in Example 4 was dissolved in 2-butanone (20 ml) and treated with sodium iodide (0.39 g, 2.6 mmol) and p-toluenesulfonic acid (0.11 g, 0.58 mmol). The mixture was refluxed for 10 hours. Ethyl acetate and saturated sodium hydrogen carbonate were added. The organic phase was separated and filtered through a pad of silica gel. Evaporation of solvents gave 0.28 g of 3-diethylphosphonomethyl-6,7-dimethy...